From a dataset of the Open Reaction Database (ORD), a public repository of structured organic reaction records. describe an organic reaction: reactants, conditions, products, and yield The reactants are C=1C=CC=2NC=CC2C1. Reagents/catalysts: O1B(OC(C)(C)C1(C)C)B2OC(C)(C)C(O2)(C)C, [Ni](=C1N(C=CN1C=2C(=CC(=CC2C)C)C)C=3C(=CC(=CC3C)C)C)=C4N(C=CN4C=5C(=CC(=CC5C)C)C)C=6C(=CC(=CC6C)C)C. Run in CCCCCC. Conditions: temperature 60 celsius, time 4 hour. Yields the product O1B(OC(C)(C)C1(C)C)C2=CNC=3C=CC=CC32. The yield is 89.0%.